This data is from the Open Reaction Database (ORD), a public repository of structured organic reaction records. The task is: describe an organic reaction: reactants, conditions, products, and yield Starting materials: C(=O)(N1C=NC=C1)N1C=NC=C1 (carbonyldiimidazole), CC1=C(C=C(S1)C(=O)O)[N+](=O)[O-] (5-methyl-4-nitro-thiophene-2-carboxylic acid), C(C1=CC=2OCOC2C=C1)N (piperonyl amine). Yields the product O1COC2=C1C=CC(=C2)CNC(=O)C=2SC(=C(C2)[N+](=O)[O-])C (5-methyl-4-nitro-thiophene-2-carboxylic acid (1,3-benzodioxol-5-ylmethyl)-amide). Yield: 97.6%. RXN SMILES: C(N1C=CN=C1)(N1C=CN=C1)=O.[CH3:13][C:14]1[S:18][C:17]([C:19]([OH:21])=O)=[CH:16][C:15]=1[N+:22]([O-:24])=[O:23].[CH2:25]([NH2:35])[C:26]1[CH:34]=[CH:33][C:32]2[O:31][CH2:30][O:29][C:28]=2[CH:27]=1>>[O:31]1[C:32]2[CH:33]=[CH:34][C:26]([CH2:25][NH:35][C:19]([C:17]3[S:18][C:14]([CH3:13])=[C:15]([N+:22]([O-:24])=[O:23])[CH:16]=3)=[O:21])=[CH:27][C:28]=2[O:29][CH2:30]1. Reported procedure: The title compound was prepared according to the procedure described for Example 2 using carbonyldiimidazole (0.7 g, 4.3 mmol), 5-methyl-4-nitro-thiophene-2-carboxylic acid (0.6 g, 3.2 mmol), and piperonyl amine (0.5 g, 3.3 mmol). Acidification of the aqueous workup mixture with dilute hydrochloric acid prior to filtration afforded 1 g of 5-methyl-4-nitro-thiophene-2-carboxylic acid (1,3-benzodioxol-5-ylmethyl)-amide. A sample was dissolved in ethyl acetate and filtered through a short column of... Starting materials: CS (Methyl mercaptan), C1(=CC=CC=C1)O (phenol), Cl (HCl), CSSC (methyl disulfide), C1(=CC=CC=C1)O (phenol). Reagents/catalysts: [Cl-].[Cl-].[Cl-].[Cl-].[Zr+4] (Zirconium tetrachloride). Conditions: temperature 150 celsius. Product: CSC1=C(C=CC=C1)O (ortho-(methylthio)phenol). Isolated yield 38.7%. RXN SMILES: [C:1]1([OH:7])[CH:6]=[CH:5][CH:4]=[CH:3][CH:2]=1.Cl.[CH3:9][S:10]SC.CS>[Cl-].[Cl-].[Cl-].[Cl-].[Zr+4]>[CH3:9][S:10][C:2]1[CH:3]=[CH:4][CH:5]=[CH:6][C:1]=1[OH:7] |f:4.5.6.7.8|. Reported procedure: Zirconium tetrachloride (23.4 g, 0.1 mole) was added to phenol (141.2 g, 1.5 moles). The mixture was slowly heated to 150° C. under nitrogen and maintained at this temperature for 12 hours during which HCl was allowed to escape. The mixture was cooled to ca. 100° C. and methyl disulfide (94.2 g, 1 mole) was added. The mixture was heated under nitrogen for 15 hours during which temperature was increased slowly to 159° C. Methyl mercaptan was allowed to escape continuously. Distillation of the mix...